Dataset: the Open Reaction Database (ORD), a public repository of structured organic reaction records. Task: describe an organic reaction: reactants, conditions, products, and yield Reactants: [BH4-], CC(=O)O, CCOC(=O)C1=Cc2ccc(C(C)(C)C=O)cc2OC1C(F)(F)F, CO, [Na+]. Product: CCOC(=O)C1=Cc2ccc(C(C)(C)CO)cc2OC1C(F)(F)F. As a reaction SMILES: [BH4-:25].[C:27]([OH:28])(=[O:29])[CH3:30].[CH3:1][C:2]([CH:3]=[O:4])([CH3:5])[c:6]1[cH:7][cH:8][c:9]2[c:14]([cH:15]1)[O:13][CH:12]([C:16]([F:17])([F:18])[F:19])[C:11]([C:20](=[O:21])[O:22][CH2:23][CH3:24])=[CH:10]2.[CH3:31][OH:32].[Na+:26]>>[CH3:1][C:2]([CH2:3][OH:4])([CH3:5])[c:6]1[cH:7][cH:8][c:9]2[c:14]([cH:15]1)[O:13][CH:12]([C:16]([F:17])([F:18])[F:19])[C:11]([C:20](=[O:21])[O:22][CH2:23][CH3:24])=[CH:10]2. The reactants are Cn1cccn1, O=S(=O)(O)Cl, N#N, O, O=S(Cl)Cl. The product is Cn1cccn1, O=S(=O)(Cl)Cl. As a reaction SMILES: [CH3:1][n:2]1[cH:3][cH:4][cH:5][n:6]1.[Cl:7][S:8](=[O:9])(=[O:10])[OH:11].[N:12]#[N:13].[OH2:18].[S:14]([Cl:15])([Cl:16])=[O:17]>>[CH3:1][n:2]1[cH:3][cH:4][cH:5][n:6]1.[Cl:7][S:8](=[O:9])(=[O:11])[Cl:16].